This data is from the Open Reaction Database (ORD), a public repository of structured organic reaction records. The task is: describe an organic reaction: reactants, conditions, products, and yield Reactants: OCCCBr, O=C([O-])[O-], [K+], [K+], CN(C)C=O, O, O=c1nc(-c2ccccn2)sc2ccc(O)cc12. The product is O=c1nc(-c2ccccn2)sc2ccc(OCCCO)cc12. RXN SMILES: [Br:19][CH2:20][CH2:21][CH2:22][OH:23].[C:24](=[O:25])([O-:26])[O-:27].[K+:28].[K+:29].[O:30]=[CH:31][N:32]([CH3:33])[CH3:34].[OH2:35].[OH:1][c:2]1[cH:3][cH:4][c:5]2[c:6]([c:7](=[O:17])[n:8][c:9](-[c:11]3[n:12][cH:13][cH:14][cH:15][cH:16]3)[s:10]2)[cH:18]1>>[O:1]([c:2]1[cH:3][cH:4][c:5]2[c:6]([c:7](=[O:17])[n:8][c:9](-[c:11]3[n:12][cH:13][cH:14][cH:15][cH:16]3)[s:10]2)[cH:18]1)[CH2:20][CH2:21][CH2:22][OH:23]. Starting materials: CC(C)([S@](=O)NC(C)(C1=CC=C(C=C1)F)C=1C=NC(=NC1)N1CCN(CC1)C(=O)OC(C)(C)C)C (tert-butyl 4-(5-(1-((S)-1,1-dimethylethylsulfinamido)-1-(4-fluorophenyl)ethyl)pyrimidin-2-yl)piperazine-1-carboxylate), Cl (HCl). Solvent: O1CCOCC1 (dioxane). Conditions: time 8 hour. The product is FC1=CC=C(C=C1)[C@](C)(N)C=1C=NC(=NC1)N1CCNCC1 ((S)-1-(4-fluorophenyl)-1-(2-(piperazin-1-yl)pyrimidin-5-yl)ethanamine). Yield: 99.5%. RXN SMILES: CC(C)([S@@]([NH:6][C:7]([C:16]1[CH:17]=[N:18][C:19]([N:22]2[CH2:27][CH2:26][N:25](C(OC(C)(C)C)=O)[CH2:24][CH2:23]2)=[N:20][CH:21]=1)([C:9]1[CH:14]=[CH:13][C:12]([F:15])=[CH:11][CH:10]=1)[CH3:8])=O)C.Cl>O1CCOCC1>[F:15][C:12]1[CH:13]=[CH:14][C:9]([C@@:7]([C:16]2[CH:17]=[N:18][C:19]([N:22]3[CH2:27][CH2:26][NH:25][CH2:24][CH2:23]3)=[N:20][CH:21]=2)([NH2:6])[CH3:8])=[CH:10][CH:11]=1. Reported procedure: To a solution of tert-butyl 4-(5-(1-((S)-1,1-dimethylethylsulfinamido)-1-(4-fluorophenyl)ethyl)pyrimidin-2-yl)piperazine-1-carboxylate (2.5 g, 5.0 mmol) in dioxane (5.0 mL) was dropwise added HCl (4M in dioxane, 10 mL). The reaction solution was stirred at room temperature overnight. Then the solution was concentrated under vacuo to give the title compound (1.5 g, crude yield 100%) as a yellow solid. MS (ES+) C16H20FN5 requires: 301, found 302 [M+H]+; purity: 100% (UV at 254 nm). The above racem... Product: CCOC(=O)C=C1CCCCC1. RXN SMILES: [CH3:8][CH2:9][O:10][C:11](=[O:12])[CH2:13][P:14]([O:15][CH2:16][CH3:17])([O:18][CH2:19][CH3:20])=[O:21].[K+:23].[O:1]=[C:2]1[CH2:3][CH2:4][CH2:5][CH2:6][CH2:7]1.[OH-:22].[OH2:24]>>[C:2]1(=[CH:13][C:11]([O:10][CH2:9][CH3:8])=[O:12])[CH2:3][CH2:4][CH2:5][CH2:6][CH2:7]1. The reactants are CCOC(=O)CP(=O)(OCC)OCC, [K+], O=C1CCCCC1, [OH-], O. Starting materials: C1CCOC1, C1CCOC1, CN(C)CC=CC(=O)Cl, CN1CCCC1=O, Nc1cccc(Nc2cc(Oc3ccc(F)c(Cl)c3)ncn2)c1, O=C(Cl)C(=O)Cl, CN(C)C=O. The product is CN(C)CC=CC(=O)Nc1cccc(Nc2cc(Oc3ccc(F)c(Cl)c3)ncn2)c1. RXN SMILES: [CH2:12]1[O:13][CH2:14][CH2:15][CH2:16]1.[CH2:49]1[O:50][CH2:51][CH2:52][CH2:53]1.[CH3:40][N:41]([CH3:42])[CH2:43][CH:44]=[CH:45][C:46](=[O:47])[Cl:48].[CH3:54][N:55]1[CH2:56][CH2:57][CH2:58][C:59]1=[O:60].[Cl:17][c:18]1[cH:19][c:20]([O:21][c:22]2[cH:23][c:24]([NH:28][c:29]3[cH:30][c:31]([NH2:35])[cH:32][cH:33][cH:34]3)[n:25][cH:26][n:27]2)[cH:36][cH:37][c:38]1[F:39].[Cl:1][C:2]([C:3]([Cl:4])=[O:5])=[O:6].[O:7]=[CH:8][N:9]([CH3:10])[CH3:11]>>[Cl:17][c:18]1[cH:19][c:20]([O:21][c:22]2[cH:23][c:24]([NH:28][c:29]3[cH:30][c:31]([NH:35][C:46]([CH:45]=[CH:44][CH2:43][N:41]([CH3:40])[CH3:42])=[O:47])[cH:32][cH:33][cH:34]3)[n:25][cH:26][n:27]2)[cH:36][cH:37][c:38]1[F:39]. Reactants: COC=1C=C(C(=O)C2=CC(=C(C=C2)OC)OC)C=CC1OC (3,4,3',4'-tetramethoxybenzophenone), [Cl-].[Al+3].[Cl-].[Cl-] (aluminum chloride), C1=C(C=CC2=CC=CC=C12)C(=O)Cl (2-naphthoyl chloride), C=1(C(OC)=CC=CC1)OC (veratrole). Yields the product COC=1C=C(C(=O)C2=CC3=CC=CC=C3C=C2)C=CC1OC (2-(3,4-Dimethoxybenzoyl)naphthalene), product. The yield is 77.0%. As a reaction SMILES: [CH3:1][O:2][C:3]1[CH:4]=[C:5]([CH:18]=[CH:19][C:20]=1[O:21][CH3:22])[C:6]([C:8]1[CH:13]=[CH:12][C:11](OC)=[C:10](OC)[CH:9]=1)=[O:7].[C:23]1(OC)[C:24](=CC=[CH:29][CH:30]=1)OC.[Cl-].[Al+3].[Cl-].[Cl-].C1C2C(=CC=CC=2)C=CC=1C(Cl)=O>>[CH3:1][O:2][C:3]1[CH:4]=[C:5]([CH:18]=[CH:19][C:20]=1[O:21][CH3:22])[C:6]([C:8]1[CH:13]=[CH:12][C:11]2[C:10](=[CH:24][CH:23]=[CH:30][CH:29]=2)[CH:9]=1)=[O:7] |f:2.3.4.5|. Procedure details: 2-(3,4-Dimethoxybenzoyl)naphthalene was prepared analogously to 3,4,3',4'-tetramethoxybenzophenone using veratrole (2.6 mL, 20 mmol), aluminum chloride (2.9 g, 22 mmol) and 2-naphthoyl chloride (3.9 g, 20 mmol) with a reaction time of 4 hours at reflux. The crude product was purified by flash column chromatography (silica gel, 2.5% ethyl acetate/methylene chloride) to afford 4.52 g (77%) of the product as a white solid: mp 120-121.5° C.; 1H NMR (CDCl3) δ 8.24 (s, 1 H), 8.03-7.84 (m, 4 H), 7.68-7... The reactants are O=C([O-])[O-], COc1cc2c(Cl)cnnc2cc1O, Cn1ccnc1CCl, [K+], [K+], CN(C)C=O, O. Yields the product COc1cc2c(Cl)cnnc2cc1OCc1nccn1C. RXN SMILES: [C:1](=[O:2])([O-:3])[O-:4].[Cl:15][c:16]1[cH:17][n:18][n:19][c:20]2[cH:21][c:22]([OH:28])[c:23]([O:26][CH3:27])[cH:24][c:25]12.[Cl:7][CH2:8][c:9]1[n:10]([CH3:14])[cH:11][cH:12][n:13]1.[K+:5].[K+:6].[O:29]=[CH:30][N:31]([CH3:32])[CH3:33].[OH2:34]>>[CH2:8]([c:9]1[n:10]([CH3:14])[cH:11][cH:12][n:13]1)[O:28][c:22]1[cH:21][c:20]2[n:19][n:18][cH:17][c:16]([Cl:15])[c:25]2[cH:24][c:23]1[O:26][CH3:27].